This data is from the Open Reaction Database (ORD), a public repository of structured organic reaction records. The task is: describe an organic reaction: reactants, conditions, products, and yield Starting materials: C(C)OC(CC1=CC=C(C=C1)NC1=C2C(=NC(=C1)C=1N(C=CC1)C(=O)OC(C)(C)C)CCC2)=O (tert-butyl 2-(4-((4-(2-ethoxy-2-oxoethyl)phenyl)amino)-6,7-dihydro-5H-cyclopenta[b]pyridin-2-yl)-1H-pyrrole-1-carboxylate), N (NH3). Solvent: CO (methanol). Reaction conditions: temperature 100 celsius, time 65 hour. Product: N1C(=CC=C1)C1=CC(=C2C(=N1)CCC2)NC2=CC=C(C=C2)CC(=O)N (2-(4-((2-(1H-pyrrol-2-yl)-6,7-dihydro-5H-cyclopenta[b]pyridin-4-yl)amino)phenyl)acetamide). Isolated yield 37.6%. Reaction SMILES: C(O[C:4](=[O:34])[CH2:5][C:6]1[CH:11]=[CH:10][C:9]([NH:12][C:13]2[CH:18]=[C:17]([C:19]3[N:20](C(OC(C)(C)C)=O)[CH:21]=[CH:22][CH:23]=3)[N:16]=[C:15]3[CH2:31][CH2:32][CH2:33][C:14]=23)=[CH:8][CH:7]=1)C.[NH3:35]>CO>[NH:20]1[CH:21]=[CH:22][CH:23]=[C:19]1[C:17]1[N:16]=[C:15]2[CH2:31][CH2:32][CH2:33][C:14]2=[C:13]([NH:12][C:9]2[CH:8]=[CH:7][C:6]([CH2:5][C:4]([NH2:35])=[O:34])=[CH:11][CH:10]=2)[CH:18]=1. Procedure: A 20-mL vial was charged with tert-butyl 2-(4-((4-(2-ethoxy-2-oxoethyl)phenyl)amino)-6,7-dihydro-5H-cyclopenta[b]pyridin-2-yl)-1H-pyrrole-1-carboxylate (0.110 g, 0.24 mmol, 1.0) and methanol (3 mL). To this solution was added NH3 (6.8 mL, 7N in methanol, 476 mmol). The vial was sealed and the resulting mixture was stirred at 100° C. for 65 h. After this time, the crude reaction solution was concentrated under reduced pressure. The residue was adsorbed onto silica then purified by chromatography ... Starting materials: ClC=1N=C(C2=C(N1)NC=C2)Cl (2,4-dichloro-7H-pyrrolo[2,3-d]pyrimidine), BrBr (Br2), CCOC(=O)C (EtOAc), [O-]S(=O)[O-].[Na+].[Na+] (Na2SO3). Yields the product BrC1=CNC=2N=C(N=C(C21)Cl)Cl (5-bromo-2,4-dichloro-7H-pyrrolo[2,3-d]pyrimidine). Procedure: To 935 mg 2,4-dichloro-7H-pyrrolo[2,3-d]pyrimidine (3a) (5.0 mmol) in 100 mL of 1,4-dioxane was slowly added 256 μL of Br2 (5.0 mmol) at 0° C. over a period of 10 minutes. After stirring for 30 minutes at 0° C., the reaction mixture was poured into a mixture of 150 mL of EtOAc and 150 mL of saturated aqueous Na2SO3 then filtered through celite. The aqueous phase was extracted with EtOAc (3×100 mL) and combined organic layers were washed with brine, concentrated and purified by flash column chrom... Solvent: O1CCOCC1 (1,4-dioxane). Reaction SMILES: [Cl:1][C:2]1[N:3]=[C:4]([Cl:11])[C:5]2[CH:10]=[CH:9][NH:8][C:6]=2[N:7]=1.[Br:12]Br.CCOC(C)=O.[O-]S([O-])=O.[Na+].[Na+]>O1CCOCC1>[Br:12][C:10]1[C:5]2[C:4]([Cl:11])=[N:3][C:2]([Cl:1])=[N:7][C:6]=2[NH:8][CH:9]=1 |f:3.4.5|. Reaction conditions: temperature 0 celsius, time 30 minute. Reactants: O (water), CO (methanol), C(=O)N[C@@H](CC(O)=O)C(=O)N[C@@H](CC1=CC=CC=C1)C(=O)O (formyl-α-L-aspartyl-L-phenylalanine), Cl (hydrogen chloride), Cl (hydrogen chloride), CO (methanol). Yields the product chloride salt, COC([C@@H](NC([C@@H](N)CC(O)=O)=O)CC1=CC=CC=C1)=O (α-L-aspartyl-L-phenylalanine methyl ester). Reaction SMILES: C([NH:3][C@H:4]([C:9]([NH:11][C@H:12]([C:20]([OH:22])=[O:21])[CH2:13][C:14]1[CH:19]=[CH:18][CH:17]=[CH:16][CH:15]=1)=[O:10])[CH2:5][C:6](=[O:8])[OH:7])=O.Cl.O.[CH3:25]O>>[CH3:25][O:22][C:20](=[O:21])[C@H:12]([CH2:13][C:14]1[CH:15]=[CH:16][CH:17]=[CH:18][CH:19]=1)[NH:11][C:9](=[O:10])[C@H:4]([CH2:5][C:6](=[O:8])[OH:7])[NH2:3]. Reported procedure: deformylating formyl-α-L-aspartyl-L-phenylalanine in the presence of hydrogen chloride, methanol and water. Then, adding methanol and hydrogen chloride directly to the resulting solution to obtain the chloride salt of α-L-aspartyl-L-phenylalanine methyl ester. Reported procedure: A solution of 73.3 g (0.411 mol) of bis(2-chloroethyl)amine hydrochloride and 49.7 g (0.411 mol) of 3-ethylaniline in 500 mL of absolute ethanol was heated at reflux for 16 h under a nitrogen atmosphere. The mixture was cooled and 85.2 g (0.617 mol) of anhydrous potassium carbonate was added and heating was continued for 16 h. The hot mixture was filtered and the filtrate was concentrated under reduced pressure. The residue was triturated with ethyl acetate to yield 65.7 g (71%) of solid. A port... Starting materials: Cl.ClCCNCCCl (bis(2-chloroethyl)amine hydrochloride), C(C)C=1C=C(N)C=CC1 (3-ethylaniline), C([O-])([O-])=O.[K+].[K+] (potassium carbonate). Run in C(C)O (ethanol). The product is Cl.C(C)C=1C=C(C=CC1)N1CCNCC1 (1-(3-Ethylphenyl)Piperazine Monohydrochloride). RXN SMILES: Cl.[Cl:2][CH2:3][CH2:4][NH:5][CH2:6][CH2:7]Cl.[CH2:9]([C:11]1[CH:12]=[C:13]([CH:15]=[CH:16][CH:17]=1)[NH2:14])[CH3:10].C(=O)([O-])[O-].[K+].[K+]>C(O)C>[ClH:2].[CH2:9]([C:11]1[CH:12]=[C:13]([N:14]2[CH2:7][CH2:6][NH:5][CH2:4][CH2:3]2)[CH:15]=[CH:16][CH:17]=1)[CH3:10] |f:0.1,3.4.5,7.8|. Isolated yield 70.5%. Reaction conditions: time 16 hour.